This data is from the Open Reaction Database (ORD), a public repository of structured organic reaction records. The task is: describe an organic reaction: reactants, conditions, products, and yield Reactants: CC(C)=CCBr, Cc1ccccc1, COc1ccc(I)c(CCNC(=O)C(F)(F)F)c1, [K+], [K+], [K+], O=C([O-])[O-], [OH-]. Product: COc1ccc(I)c(CCN(CC=C(C)C)C(=O)C(F)(F)F)c1. Reaction SMILES: [Br:27][CH2:28][CH:29]=[C:30]([CH3:31])[CH3:32].[CH3:33][c:34]1[cH:35][cH:36][cH:37][cH:38][cH:39]1.[F:1][C:2]([C:3](=[O:4])[NH:5][CH2:6][CH2:7][c:8]1[c:9]([I:16])[cH:10][cH:11][c:12]([O:14][CH3:15])[cH:13]1)([F:17])[F:18].[K+:19].[K+:20].[K+:26].[O-:21][C:22]([O-:23])=[O:24].[OH-:25]>>[F:1][C:2]([C:3](=[O:4])[N:5]([CH2:6][CH2:7][c:8]1[c:9]([I:16])[cH:10][cH:11][c:12]([O:14][CH3:15])[cH:13]1)[CH2:28][CH:29]=[C:30]([CH3:31])[CH3:32])([F:17])[F:18]. The product is CC(=O)OCC1OC(Oc2cccc3scc(CCc4ccccc4)c23)C(OC(C)=O)C(OC(C)=O)C1OC(C)=O. RXN SMILES: [B:54]([F:55])([F:56])[F:57].[C:19]([CH3:20])(=[O:21])[O:22][CH:23]1[CH:24]([O:25][C:26](=[NH:27])[C:28]([Cl:29])([Cl:30])[Cl:31])[O:32][CH:33]([CH2:44][O:45][C:46]([CH3:47])=[O:48])[CH:34]([O:40][C:41]([CH3:42])=[O:43])[CH:35]1[O:36][C:37]([CH3:38])=[O:39].[CH2:49]([O:50][CH2:51][CH3:52])[CH3:53].[Cl:58][CH2:59][Cl:60].[OH:1][c:2]1[cH:3][cH:4][cH:5][c:6]2[s:7][cH:8][c:9]([CH2:11][CH2:12][c:13]3[cH:14][cH:15][cH:16][cH:17][cH:18]3)[c:10]12>>[O:1]([c:2]1[cH:3][cH:4][cH:5][c:6]2[s:7][cH:8][c:9]([CH2:11][CH2:12][c:13]3[cH:14][cH:15][cH:16][cH:17][cH:18]3)[c:10]12)[CH:24]1[CH:23]([O:22][C:19]([CH3:20])=[O:21])[CH:35]([O:36][C:37]([CH3:38])=[O:39])[CH:34]([O:40][C:41]([CH3:42])=[O:43])[CH:33]([CH2:44][O:45][C:46]([CH3:47])=[O:48])[O:32]1. Starting materials: FB(F)F, CC(=O)OCC1OC(OC(=N)C(Cl)(Cl)Cl)C(OC(C)=O)C(OC(C)=O)C1OC(C)=O, CCOCC, ClCCl, Oc1cccc2scc(CCc3ccccc3)c12. The reactants are C1CCOC1, CNC, CCOC(C)=O, Cc1ccc(C(=O)Nc2ccc(C)c(-c3nc(S(C)(=O)=O)nc4c3CNC(=O)N4c3c(F)cccc3F)c2)cc1F. Yields the product Cc1ccc(C(=O)Nc2ccc(C)c(-c3nc(N(C)C)nc4c3CNC(=O)N4c3c(F)cccc3F)c2)cc1F. As a reaction SMILES: [CH2:45]1[O:46][CH2:47][CH2:48][CH2:49]1.[CH3:42][NH:43][CH3:44].[CH3:50][CH2:51][O:52][C:53]([CH3:54])=[O:55].[F:1][c:2]1[c:3]([N:9]2[C:10](=[O:41])[NH:11][CH2:12][c:13]3[c:14]2[n:15][c:16]([S:37]([CH3:38])(=[O:39])=[O:40])[n:17][c:18]3-[c:19]2[cH:20][c:21]([NH:26][C:27]([c:28]3[cH:29][c:30]([F:35])[c:31]([CH3:34])[cH:32][cH:33]3)=[O:36])[cH:22][cH:23][c:24]2[CH3:25])[c:4]([F:8])[cH:5][cH:6][cH:7]1>>[F:1][c:2]1[c:3]([N:9]2[C:10](=[O:41])[NH:11][CH2:12][c:13]3[c:14]2[n:15][c:16]([N:43]([CH3:42])[CH3:44])[n:17][c:18]3-[c:19]2[cH:20][c:21]([NH:26][C:27]([c:28]3[cH:29][c:30]([F:35])[c:31]([CH3:34])[cH:32][cH:33]3)=[O:36])[cH:22][cH:23][c:24]2[CH3:25])[c:4]([F:8])[cH:5][cH:6][cH:7]1.